From a dataset of the Open Reaction Database (ORD), a public repository of structured organic reaction records. describe an organic reaction: reactants, conditions, products, and yield Starting materials: OC(C#CC=1C=C2C(=CC1)OC1=NC=C(C=C1C21N=C(OC1)N)Br)(C)C (7-(3-hydroxy-3-methyl-1-butyn-1-yl)-3-bromo-spiro[chromeno[2,3-b]pyridine-5,4′-[1,3]oxazol]-2′-amine), C(C)(=O)OCC (ethyl acetate), CO (methanol), CS(=O)(=O)O (methane sulfonic acid). Solvent: C([O-])(O)=O.[Na+] (sodium bicarbonate). Reaction conditions: temperature 60 celsius. The product is COC(C#CC=1C=C2C(=CC1)OC1=NC=C(C=C1C21N=C(OC1)N)Br)(C)C (7-(3-methoxy-3-methyl-1-butyn-1-yl)-3-bromo-spiro[chromeno[2,3-b]pyridine-5,4′-[1,3]oxazol]-2′-amine). Isolated yield 87.0%. RXN SMILES: [OH:1][C:2]([CH3:26])([CH3:25])[C:3]#[C:4][C:5]1[CH:6]=[C:7]2[C:18]3([CH2:22][O:21][C:20]([NH2:23])=[N:19]3)[C:17]3[C:12](=[N:13][CH:14]=[C:15]([Br:24])[CH:16]=3)[O:11][C:8]2=[CH:9][CH:10]=1.CO.[CH3:29]S(O)(=O)=O.C(OCC)(=O)C>C(=O)(O)[O-].[Na+]>[CH3:29][O:1][C:2]([CH3:26])([CH3:25])[C:3]#[C:4][C:5]1[CH:6]=[C:7]2[C:18]3([CH2:22][O:21][C:20]([NH2:23])=[N:19]3)[C:17]3[C:12](=[N:13][CH:14]=[C:15]([Br:24])[CH:16]=3)[O:11][C:8]2=[CH:9][CH:10]=1 |f:4.5|. Procedure: To a flask charged with 7-(3-hydroxy-3-methyl-1-butyn-1-yl)-3-bromo-spiro[chromeno[2,3-b]pyridine-5,4′-[1,3]oxazol]-2′-amine (340 mg, 0.821 mmol) was added methanol (9962 μL, 246 mmol) and methane sulfonic acid (533 μL, 8.21 mmol). The flask was sealed and heated at 60° C. for 3 hours. The reaction was diluted with saturated sodium bicarbonate (100 mL) and poured into a separatory funnel containing ethyl acetate (50 mL). The layers were separated and the aqueous layer was extracted with ethyl ac...